The task is: describe an organic reaction: reactants, conditions, products, and yield. This data is from the Open Reaction Database (ORD), a public repository of structured organic reaction records. Starting materials: ClC=1C=CC2=C(N=C(C=3C(N2)=CSC3)SC)C1 (7-chloro-10-(methylthio)-4H-thieno[3,4-b][1,5]benzodiazepine), CN1CCNCC1 (N-methylpiperazine). The reagents and catalysts are C(C)(=O)O (acetic acid). The product is ClC=1C=CC2=C(N=C(C=3C(N2)=CSC3)N3CCN(CC3)C)C1 (7-chloro-10-(4-methyl-1-piperazinyl)-4H-thieno[3,4-b][1,5]benzodiazepine). Reaction SMILES: [Cl:1][C:2]1[CH:3]=[CH:4][C:5]2[NH:11][C:10]3=[CH:12][S:13][CH:14]=[C:9]3[C:8](SC)=[N:7][C:6]=2[CH:17]=1.[CH3:18][N:19]1[CH2:24][CH2:23][NH:22][CH2:21][CH2:20]1>C(O)(=O)C>[Cl:1][C:2]1[CH:3]=[CH:4][C:5]2[NH:11][C:10]3=[CH:12][S:13][CH:14]=[C:9]3[C:8]([N:22]3[CH2:23][CH2:24][N:19]([CH3:18])[CH2:20][CH2:21]3)=[N:7][C:6]=2[CH:17]=1. Procedure details: A solution of 0.9 g. of 7-chloro-10-(methylthio)-4H-thieno[3,4-b][1,5]benzodiazepine in 4.5 ml. of N-methylpiperazine is treated with 2-3 drops of glacial acetic acid and heated under reflux for 4 days. The solution is concentrated to dryness and the residue is warmed with dilute acetic acid. The acidic solution is filtered, cooled and made alkaline with concentrated ammonium hydroxide. The sticky precipitate is collected and dissolved in chloroform. The dried chloroform solution is concentrated... Reactants: ClC1=NC=2N(CC(N(C2C=N1)C)=O)C(C)C (2-Chloro-8-isopropyl-5-methyl-7,8-dihydro-5H-pteridin-6-one), [N+](=O)([O-])C=1C=C(C=C(C1)C(F)(F)F)N (3-nitro-5-trifluoromethyl-phenylamine), Cl (HCl). The solvent is O1CCOCC1 (1,4-dioxane), O (water). Product: C(C)(C)N1CC(N(C=2C=NC(=NC12)NC1=CC(=CC(=C1)C(F)(F)F)[N+](=O)[O-])C)=O (8-isopropyl-5-methyl-2-(3-nitro-5-trifluoromethyl-phenylamino)-7,8-dihydro-5H-pteridin-6-one). Isolated yield 49.0%. As a reaction SMILES: Cl[C:2]1[N:11]=[CH:10][C:9]2[N:8]([CH3:12])[C:7](=[O:13])[CH2:6][N:5]([CH:14]([CH3:16])[CH3:15])[C:4]=2[N:3]=1.[N+:17]([C:20]1[CH:21]=[C:22]([NH2:30])[CH:23]=[C:24]([C:26]([F:29])([F:28])[F:27])[CH:25]=1)([O-:19])=[O:18].Cl>O.O1CCOCC1>[CH:14]([N:5]1[C:4]2[N:3]=[C:2]([NH:30][C:22]3[CH:23]=[C:24]([C:26]([F:29])([F:28])[F:27])[CH:25]=[C:20]([N+:17]([O-:19])=[O:18])[CH:21]=3)[N:11]=[CH:10][C:9]=2[N:8]([CH3:12])[C:7](=[O:13])[CH2:6]1)([CH3:16])[CH3:15]. Reported procedure: 2-Chloro-8-isopropyl-5-methyl-7,8-dihydro-5H-pteridin-6-one of (2 g; 8.30 mmol) and 3-nitro-5-trifluoromethyl-phenylamine (1.71 g; 8.30 mmol) were diluted in 10 ml of water and 10 ml of 1,4-dioxane. 2 ml of HCl 37% were added. The reaction mixture was refluxed 48 h, then cooled to room temperature. The desired product precipitated from the reaction mixture, so, it was filtered, washed with water and dried in vacuo. Recrystallisation with 1,4-dioxane/water 1:1 gave 1.65 g (4.04 mmol; 49% yield) o... Reactants: [Li]CCCC, CCOC=C(C#N)C(=O)OCC, CN(C)CCN(C)C, Cc1ccccc1, FC1(F)Oc2ccccc2O1, O. Yields the product CCOC(=O)C(C#N)=Cc1cccc2c1OC(F)(F)O2. Reaction SMILES: [CH2:20]([Li:21])[CH2:22][CH2:23][CH3:24].[CH2:25]([CH3:26])[O:27][C:28]([C:29]([C:30]#[N:31])=[CH:32][O:33][CH2:34][CH3:35])=[O:36].[CH3:12][N:13]([CH3:14])[CH2:15][CH2:16][N:17]([CH3:18])[CH3:19].[CH3:37][c:38]1[cH:39][cH:40][cH:41][cH:42][cH:43]1.[F:1][C:2]1([F:11])[O:3][c:4]2[c:5]([cH:7][cH:8][cH:9][cH:10]2)[O:6]1.[OH2:44]>>[F:1][C:2]1([F:11])[O:3][c:4]2[c:5]([cH:7][cH:8][cH:9][c:10]2[CH:32]=[C:29]([C:28]([O:27][CH2:25][CH3:26])=[O:36])[C:30]#[N:31])[O:6]1. The reactants are ClC1=C(C(=O)NC(=O)OC2=CC=C(C=C2)[N+](=O)[O-])C(=CC=C1)F (2-chloro-6-fluorobenzamidocarboxylic acid, 4-nitrophenyl ester), FC(C=1C=CC(=NC1)N)(F)F (5-trifluoromethyl-2-aminopyridine). The product is ClC1=C(C(=O)NC(=O)NC2=NC=C(C=C2)C(F)(F)F)C(=CC=C1)F (1-(2-CHLORO-6-FLUOROBENZOYL)-3-(5-TRIFLUOROMETHYL-2-PYRIDINYL)UREA). As a reaction SMILES: [Cl:1][C:2]1[CH:22]=[CH:21][CH:20]=[C:19]([F:23])[C:3]=1[C:4]([NH:6][C:7]([O:9]C1C=CC([N+]([O-])=O)=CC=1)=O)=[O:5].[F:24][C:25]([F:34])([F:33])[C:26]1[CH:27]=[CH:28][C:29]([NH2:32])=[N:30][CH:31]=1>>[Cl:1][C:2]1[CH:22]=[CH:21][CH:20]=[C:19]([F:23])[C:3]=1[C:4]([NH:6][C:7]([NH:32][C:29]1[CH:28]=[CH:27][C:26]([C:25]([F:33])([F:24])[F:34])=[CH:31][N:30]=1)=[O:9])=[O:5]. Procedure: A solution is made in an inert organic solvent of 2-chloro-6-fluorobenzamidocarboxylic acid, 4-nitrophenyl ester, and 5-trifluoromethyl-2-aminopyridine. The temperature of the reaction mixture is raised, and the mixture is stirred for a period of time. The mixture is then evaporated under vacuum, and the product named in the heading above, identical to the product of Example 4, is isolated and purified by recrystallization. The reactants are ClC1=CC=CC(=N1)C (6-chloro-2-picoline), C(C1=CC=NC=C1)(=O)OCC (ethyl isonicotinate), C[Si](C)(C)[N-][Si](C)(C)C.[Li+] (lithium bis(trimethylsilyl)amide). The solvent is O1CCCC1 (tetrahydrofuran). Reaction conditions: temperature 45 celsius. Yields the product ClC1=CC=CC(=N1)CC(=O)C1=CC=NC=C1 (2-(6-chloro-2-pyridinyl)-1-(4-pyridinyl)ethanone). As a reaction SMILES: [Cl:1][C:2]1[N:7]=[C:6]([CH3:8])[CH:5]=[CH:4][CH:3]=1.[C:9](OCC)(=[O:16])[C:10]1[CH:15]=[CH:14][N:13]=[CH:12][CH:11]=1.C[Si]([N-][Si](C)(C)C)(C)C.[Li+]>O1CCCC1>[Cl:1][C:2]1[N:7]=[C:6]([CH2:8][C:9]([C:10]2[CH:15]=[CH:14][N:13]=[CH:12][CH:11]=2)=[O:16])[CH:5]=[CH:4][CH:3]=1 |f:2.3|. Procedure: To a cold (O ° C.) solution of 6-chloro-2-picoline (14.5 mL, 132.3 mmol) and ethyl isonicotinate (20.0 g, 132.3 mmol) in tetrahydrofuran (300 mL) was added lithium bis(trimethylsilyl)amide (280 mL 1.0 M in tetrahydrofuran, 278 mmol) dropwise via a pressure equalizing funnel over 1 hour. Upon complete addition, the cold bath was removed and the resulting solution was heated at 45° C. for 15 hours. The mixture was cooled to room temperature, methanol was added, and the solution was concentrated to... The reactants are FC1=C(C=CC=C1C(C1=CNC=2N=CN=CC21)O)NS(=O)(=O)CCC (propane-1-sulfonic acid {2-fluoro-3-[hydroxy-(7H-pyrrolo[2,3-d]pyrimidin-5-yl)-methyl]-phenyl}-amide), CC(=O)OI1(C2=CC=CC=C2C(=O)O1)(OC(=O)C)OC(=O)C (Dess-Martin periodane), S(=S)(=O)([O-])[O-].[Na+].[Na+] (sodium thiosulfate), C([O-])([O-])=O.[K+].[K+] (potassium carbonate). Run in O1CCCC1 (tetrahydrofuran). Conditions: time 1 hour. Product: FC1=C(C=CC=C1C(=O)C1=CNC=2N=CN=CC21)NS(=O)(=O)CCC (propane-1-sulfonic acid [2-fluoro-3-(7H-pyrrolo[2,3-d]pyrimidin-5-carbonyl)-phenyl]-amide). Yield: 94.1%. RXN SMILES: [F:1][C:2]1[C:7]([CH:8]([OH:18])[C:9]2[C:17]3[CH:16]=[N:15][CH:14]=[N:13][C:12]=3[NH:11][CH:10]=2)=[CH:6][CH:5]=[CH:4][C:3]=1[NH:19][S:20]([CH2:23][CH2:24][CH3:25])(=[O:22])=[O:21].CC(OI1(OC(C)=O)(OC(C)=O)OC(=O)C2C1=CC=CC=2)=O.S([O-])([O-])(=O)=S.[Na+].[Na+].C(=O)([O-])[O-].[K+].[K+]>O1CCCC1>[F:1][C:2]1[C:7]([C:8]([C:9]2[C:17]3[CH:16]=[N:15][CH:14]=[N:13][C:12]=3[NH:11][CH:10]=2)=[O:18])=[CH:6][CH:5]=[CH:4][C:3]=1[NH:19][S:20]([CH2:23][CH2:24][CH3:25])(=[O:21])=[O:22] |f:2.3.4,5.6.7|. Reported procedure: To propane-1-sulfonic acid {2-fluoro-3-[hydroxy-(7H-pyrrolo[2,3-d]pyrimidin-5-yl)-methyl]-phenyl}-amide (P-0005, 79 mg, 0.22 mmol) in 1 mL of tetrahydrofuran, Dess-Martin periodane (101 mg, 0.24 mmol) was added. The reaction was stirred at room temperature for one hour. The reaction was poured into sodium thiosulfate and potassium carbonate solution and extracted with ethyl acetate. The organic layer was washed with brine, dried over anhydrous sodium sulfate and filtered. The filtrate was concen... Starting materials: NC1=CC=C(OC2CCN(CC2)C(=O)OC(C)(C)C)C=C1 (tert-butyl 4-(4-aminophenoxy)piperidine-1-carboxylate), N1=NC(=CC=C1)N1CC(C1)C(=O)NC1=CC=C(C(=O)O)C=C1 (4-(1-(pyridazin-3-yl)azetidine-3-carboxamido)benzoic acid), C(C1=CC=CC=C1)OC(=O)N1CC(C1)C(=O)O (1-(benzyloxycarbonyl)azetidine-3-carboxylic acid). Yields the product C1(=CC=CC=C1)NC(=O)C1=CC=C(C=C1)NC(=O)C1CN(C1)C=1N=NC=CC1 (N-[4-(phenylcarbamoyl)phenyl]-1-(pyridazin-3-yl)azetidine-3-carboxamide). Reaction SMILES: [NH2:1][C:2]1[CH:21]=[CH:20][C:5](OC2CCN(C(OC(C)(C)C)=O)CC2)=[CH:4][CH:3]=1.[N:22]1[CH:27]=[CH:26][CH:25]=[C:24]([N:28]2[CH2:31][CH:30]([C:32]([NH:34][C:35]3[CH:43]=[CH:42][C:38]([C:39](O)=[O:40])=[CH:37][CH:36]=3)=[O:33])[CH2:29]2)[N:23]=1.C(OC(N1CC(C(O)=O)C1)=O)C1C=CC=CC=1>>[C:2]1([NH:1][C:39]([C:38]2[CH:37]=[CH:36][C:35]([NH:34][C:32]([CH:30]3[CH2:29][N:28]([C:24]4[N:23]=[N:22][CH:27]=[CH:26][CH:25]=4)[CH2:31]3)=[O:33])=[CH:43][CH:42]=2)=[O:40])[CH:21]=[CH:20][CH:5]=[CH:4][CH:3]=1. Procedure: The title compound was prepared as described in Example 1A, substituting aniline for tert-butyl 4-(4-aminophenoxy)piperidine-1-carboxylate and 4-(1-(pyridazin-3-yl)azetidine-3-carboxamido)benzoic acid for 1-(benzyloxycarbonyl)azetidine-3-carboxylic acid. 1 H NMR (400 MHz, DMSO-d6/D2O) δ ppm 8.53 (dd, J=4.4, 1.3 Hz, 1H), 7.98-7.92 (m, 2H), 7.77-7.65 (m, 5 H), 7.38-7.24 (m, 3 H), 7.15-7.07 (m, 1H), 4.49 (t, J=9.0 Hz, 2H), 4.46-4.38 (m, 2H), 4.00-3.81 (m, 1H); MS (ESI(+)) m/e 374 (M+H)+. Reactants: CCOC(=O)C(=O)N(Cc1ccc(C(=O)O)cc1)CC1CCN(C(=O)OC(C)(C)C)CC1, ClCCl, O=C(O)C(F)(F)F. Product: CCOC(=O)C(=O)N(Cc1ccc(C(=O)O)cc1)CC1CCNCC1. RXN SMILES: [C:1]([O:2][C:3](=[O:4])[N:8]1[CH2:9][CH2:10][CH:11]([CH2:14][N:15]([C:16]([C:17](=[O:18])[O:19][CH2:20][CH3:21])=[O:22])[CH2:23][c:24]2[cH:25][cH:26][c:27]([C:28](=[O:29])[OH:30])[cH:31][cH:32]2)[CH2:12][CH2:13]1)([CH3:5])([CH3:6])[CH3:7].[Cl:40][CH2:41][Cl:42].[F:33][C:34]([F:35])([F:36])[C:37]([OH:38])=[O:39]>>[NH:8]1[CH2:9][CH2:10][CH:11]([CH2:14][N:15]([C:16]([C:17](=[O:18])[O:19][CH2:20][CH3:21])=[O:22])[CH2:23][c:24]2[cH:25][cH:26][c:27]([C:28](=[O:29])[OH:30])[cH:31][cH:32]2)[CH2:12][CH2:13]1. Starting materials: O=C([O-])O, C=CCN, CCNc1nc(Cl)nc2c(C)csc12, [Na+]. Yields the product C=CCNc1nc(NCC)c2scc(C)c2n1. As a reaction SMILES: [C:19](=[O:20])([O-:21])[OH:22].[CH2:15]([CH:16]=[CH2:17])[NH2:18].[Cl:1][c:2]1[n:3][c:4]([NH:12][CH2:13][CH3:14])[c:5]2[c:6]([n:7]1)[c:8]([CH3:11])[cH:9][s:10]2.[Na+:23]>>[c:2]1([NH:18][CH2:15][CH:16]=[CH2:17])[n:3][c:4]([NH:12][CH2:13][CH3:14])[c:5]2[c:6]([n:7]1)[c:8]([CH3:11])[cH:9][s:10]2.